Dataset: the Open Reaction Database (ORD), a public repository of structured organic reaction records. Task: describe an organic reaction: reactants, conditions, products, and yield The reactants are IC=1N=C(C=2N=CN([C@H]3[C@H](O)[C@H](O)[C@@H](CO)O3)C2N1)N (2-iodoadenosine), C1(CCCCC1)C#C (cyclohexylacetylene), C1(CCCC1)CC#C (3-cyclopentylpropyne). Yields the product C1(CCCC1)CC#CC=1N=C(C=2N=CN([C@H]3[C@H](O)[C@H](O)[C@@H](CO)O3)C2N1)N (2-(3-cyclopentyl-1-propynyl)adenosine). Isolated yield 70.3%. Reaction SMILES: I[C:2]1[N:3]=[C:4]([NH2:20])[C:5]2[N:6]=[CH:7][N:8]([C:18]=2[N:19]=1)[C@@H:9]1[O:17][C@H:14]([CH2:15][OH:16])[C@@H:12]([OH:13])[C@H:10]1[OH:11].[CH:21]1([C:27]#[CH:28])[CH2:26][CH2:25][CH2:24][CH2:23][CH2:22]1.C1(CC#C)CCCC1>>[CH:25]1([CH2:24][C:23]#[C:22][C:2]2[N:3]=[C:4]([NH2:20])[C:5]3[N:6]=[CH:7][N:8]([C:18]=3[N:19]=2)[C@@H:9]2[O:17][C@H:14]([CH2:15][OH:16])[C@@H:12]([OH:13])[C@H:10]2[OH:11])[CH2:26][CH2:21][CH2:27][CH2:28]1. Procedure details: The procedure of Example 1 was repeated except that 1.56 g (3.98 mmol) of 2-iodoadenosine was used as the starting compound and that the cyclohexylacetylene was replaced by 3-cyclopentylpropyne, whereby 1.05 g (2.8 mmol) of crystalline 2-(3-cyclopentyl-1-propynyl)adenosine was obtained (yield: 70.3%).